This data is from the Open Reaction Database (ORD), a public repository of structured organic reaction records. The task is: describe an organic reaction: reactants, conditions, products, and yield The reactants are ClC=1C=C(CNC(=O)C2=CC=C(C=C2)S(=O)(=O)Cl)C=CC1C(F)(F)F (4-({[3-chloro-4-(trifluoromethyl)benzyl]amino}carbonyl)benzenesulfonyl chloride), NC1=NC=NS1 (5-amino-1,2,4-thiadiazole). Yields the product ClC=1C=C(CNC(C2=CC=C(C=C2)S(=O)(=O)NC2=NC=NS2)=O)C=CC1C(F)(F)F (N-[3-chloro-4-(trifluoromethyl)benzyl]-4-[(1,2,4-thiadiazol-5-ylamino)sulfonyl]benzamide). The yield is 16.0%. As a reaction SMILES: [Cl:1][C:2]1[CH:3]=[C:4]([CH:19]=[CH:20][C:21]=1[C:22]([F:25])([F:24])[F:23])[CH2:5][NH:6][C:7]([C:9]1[CH:14]=[CH:13][C:12]([S:15](Cl)(=[O:17])=[O:16])=[CH:11][CH:10]=1)=[O:8].[NH2:26][C:27]1[S:31][N:30]=[CH:29][N:28]=1>>[Cl:1][C:2]1[CH:3]=[C:4]([CH:19]=[CH:20][C:21]=1[C:22]([F:25])([F:24])[F:23])[CH2:5][NH:6][C:7](=[O:8])[C:9]1[CH:14]=[CH:13][C:12]([S:15]([NH:26][C:27]2[S:31][N:30]=[CH:29][N:28]=2)(=[O:17])=[O:16])=[CH:11][CH:10]=1. Reported procedure: The title compound was prepared from 4-({[3-chloro-4-(trifluoromethyl)benzyl]amino}carbonyl)benzenesulfonyl chloride (Preparation 30) and 5-amino-1,2,4-thiadiazole in 16% yield following the Method H described for Example 6. Reactants: OC1=CC=C(C=C1)C1=CCC(CC1)C1=CC=C(C=C1)O (1,4-bis(4-hydroxyphenyl)-1-cyclohexene), OC1=CC=C(C=C1)C1CCC(CC1)C1=CC=C(C=C1)O (4-(4′-(4″-hydroxyphenyl)cyclohexyl)-1-hydroxybenzene). Yields the product OC1=CC=C(C=C1)[C@@H]1CC[C@H](CC1)C1=CC=C(C=C1)O (4-(trans-4′-(4″-hydroxyphenyl)cyclohexyl)-1-hydroxybenzene), OC1=CC=C(C=C1)[C@H]1CC[C@H](CC1)C1=CC=C(C=C1)O (4-(cis-4′-(4″-hydroxyphenyl)cyclohexyl) 1-hydroxybenzene). Reaction SMILES: [OH:1][C:2]1[CH:7]=[CH:6][C:5]([C:8]2[CH2:13][CH2:12][CH:11]([C:14]3[CH:19]=[CH:18][C:17]([OH:20])=[CH:16][CH:15]=3)[CH2:10][CH:9]=2)=[CH:4][CH:3]=1.[OH:21][C:22]1[CH:27]=[CH:26][C:25]([CH:28]2[CH2:33][CH2:32][CH:31]([C:34]3[CH:39]=[CH:38][C:37]([OH:40])=[CH:36][CH:35]=3)[CH2:30][CH2:29]2)=[CH:24][CH:23]=1>>[OH:1][C:2]1[CH:3]=[CH:4][C:5]([C@H:8]2[CH2:13][CH2:12][C@H:11]([C:14]3[CH:15]=[CH:16][C:17]([OH:20])=[CH:18][CH:19]=3)[CH2:10][CH2:9]2)=[CH:6][CH:7]=1.[OH:21][C:22]1[CH:23]=[CH:24][C:25]([C@@H:28]2[CH2:33][CH2:32][C@H:31]([C:34]3[CH:35]=[CH:36][C:37]([OH:40])=[CH:38][CH:39]=3)[CH2:30][CH2:29]2)=[CH:26][CH:27]=1. Reported procedure: More particularly, 1,4-bis(4-hydroxyphenyl)-1-cyclohexene is hydrogenated, and the resulting reaction mixture which contains 4-(4′-(4″-hydroxyphenyl)cyclohexyl)-1-hydroxybenzene is subjected to conventional purification methods to provide a purified product, and the product is then dissolved in an organic solvent which is suitably used in column separation processes, such as methanol, acetonitrile or tetrahydrofuran, or alternatively, the reaction mixture obtained is subjected to solvent replace... Starting materials: ClC(=O)OCC1=CC=CC=C1 (Benzyl chloroformate), CC1=NC(=CC(=C1N)C)N1CCOCC1 (2,4-dimethyl-6-morpholin-4-yl-pyridin-3-ylamine), C(C)(C)N(C(C)C)CC (N,N-diisopropyl-ethylamine). The solvent is ClCCCl (1,2-dichloroethane). Conditions: time 16 hour. Yields the product C(C1=CC=CC=C1)OC(NC=1C(=NC(=CC1C)N1CCOCC1)C)=O ((2,4-Dimethyl-6-morpholin-4-yl-pyridin-3-yl)-carbamic acid benzyl ester). The yield is 31.0%. RXN SMILES: Cl[C:2]([O:4][CH2:5][C:6]1[CH:11]=[CH:10][CH:9]=[CH:8][CH:7]=1)=[O:3].[CH3:12][C:13]1[C:18]([NH2:19])=[C:17]([CH3:20])[CH:16]=[C:15]([N:21]2[CH2:26][CH2:25][O:24][CH2:23][CH2:22]2)[N:14]=1.C(N(CC)C(C)C)(C)C>ClCCCl>[CH2:5]([O:4][C:2](=[O:3])[NH:19][C:18]1[C:13]([CH3:12])=[N:14][C:15]([N:21]2[CH2:26][CH2:25][O:24][CH2:23][CH2:22]2)=[CH:16][C:17]=1[CH3:20])[C:6]1[CH:11]=[CH:10][CH:9]=[CH:8][CH:7]=1. Procedure details: Benzyl chloroformate (18 mg) was added to a solution of 0.085 M 2,4-dimethyl-6-morpholin-4-yl-pyridin-3-ylamine and 0.17 M N,N-diisopropyl-ethylamine in 1,2-dichloroethane (1 mL). The vial was shaken for 16 hours under argon and concentrated in vacuo. Aqueous sodium hydroxide (1 M, 1 mL) was added and the crude mixture was extracted with isopropyl acetate/tetrahydrofuran (4:1, 2×1 mL). The organic phase was washed with brine (1 mL), concentrated in vacuo and redissolved in 1-propanol/dimethyl su... Starting materials: CC[O-], CCO, Nc1nnc2c3c(c(Cl)nn12)CCCC3, [Na+]. Yields the product CCOc1nn2c(N)nnc2c2c1CCCC2. Reaction SMILES: [CH3:17][CH2:18][O-:19].[CH3:20][CH2:21][OH:22].[Cl:1][c:2]1[n:3][n:4]2[c:5]([c:6]3[c:11]1[CH2:10][CH2:9][CH2:8][CH2:7]3)[n:12][n:13][c:14]2[NH2:15].[Na+:16]>>[c:2]1([O:19][CH2:18][CH3:17])[n:3][n:4]2[c:5]([c:6]3[c:11]1[CH2:10][CH2:9][CH2:8][CH2:7]3)[n:12][n:13][c:14]2[NH2:15]. The reactants are NC1(CCC1)C1=CC=C(C=C1)C=1N=C2N(C=C(C=C2Cl)C(=O)N)C1C1=CC=CC=C1 (2-[4-(1-amino-cyclobutyl)-phenyl]-8-chloro-3-phenyl-imidazo[1,2-a]pyridine-6-carboxylic acid amide), CCCP(=O)(O)O (1-propylphosphonic acid cyclic anhydride), O (water). Run in C(C)(=O)OCC (ethyl acetate), C(C)(=O)OCC (ethyl acetate). Reaction conditions: time 8 hour. Product: NC1(CCC1)C1=CC=C(C=C1)C=1N=C2N(C=C(C=C2Cl)C#N)C1C1=CC=CC=C1 (2-[4-(1-aminocyclobutyl)phenyl]-8-chloro-3-phenylimidazo[1,2-a]pyridine-6-carbonitrile). The yield is 16.2%. As a reaction SMILES: [NH2:1][C:2]1([C:6]2[CH:11]=[CH:10][C:9]([C:12]3[N:13]=[C:14]4[C:19]([Cl:20])=[CH:18][C:17]([C:21]([NH2:23])=O)=[CH:16][N:15]4[C:24]=3[C:25]3[CH:30]=[CH:29][CH:28]=[CH:27][CH:26]=3)=[CH:8][CH:7]=2)[CH2:5][CH2:4][CH2:3]1.CCCP(O)(O)=O.O>C(OCC)(=O)C>[NH2:1][C:2]1([C:6]2[CH:7]=[CH:8][C:9]([C:12]3[N:13]=[C:14]4[C:19]([Cl:20])=[CH:18][C:17]([C:21]#[N:23])=[CH:16][N:15]4[C:24]=3[C:25]3[CH:30]=[CH:29][CH:28]=[CH:27][CH:26]=3)=[CH:10][CH:11]=2)[CH2:3][CH2:4][CH2:5]1. Reported procedure: A mixture of 2-[4-(1-aminocyclobutyl)phenyl]-8-chloro-3-phenylimidazo[1,2-a]pyridine-6-carboxamide (see example 6-1, 100 mg, 0.17 mmol, 72% purity) and 1-propylphosphonic acid cyclic anhydride as 50%-solution in ethyl acetate (0.21 ml, 0.35 mmol) in 1.35 ml ethyl acetate were stirred at room temperature overnight. The reaction mixture was hydrolysed with water and extracted with ethyl acetate. The organic phase was filtered through a Whatman filter and the volatile components were removed by rot... As a reaction SMILES: [C:1]([N:8]1[CH2:13][CH2:12][CH2:11][CH2:10][C:9]1=O)([O:3][C:4]([CH3:7])([CH3:6])[CH3:5])=[O:2].[CH:15]1([N+:21]#[C-:22])[CH2:20][CH2:19][CH2:18][CH2:17][CH2:16]1.Cl.[CH2:24]([NH2:29])[CH2:25][CH2:26][CH:27]=[CH2:28].[H-].[H-].[H-].[H-].[Li+].[Al+3].[C:36](CCC=C)#[N:37].C([O-])(O)=[O:43].[Na+]>[O-]C#N.C([N+](CCCC)(CCCC)CCCC)CCC.CO.[Cl-].[Na+].O>[CH:15]1([NH:21][C:22]2[C:11]3([CH2:12][CH2:13][N:8]([C:1]([O:3][C:4]([CH3:7])([CH3:6])[CH3:5])=[O:2])[CH2:9][CH2:10]3)[N:29]([CH2:24][CH2:25][CH2:26][CH:27]=[CH2:28])[C:36](=[O:43])[N:37]=2)[CH2:20][CH2:19][CH2:18][CH2:17][CH2:16]1 |f:2.3,4.5.6.7.8.9,11.12,13.14,16.17.18|. Solvent: CO (MeOH), [Cl-].[Na+].O (brine), CO (MeOH). Procedure details: To a solution of Boc-piperidinone (1 g, 5 mmol) and tetrabutylammonium cyanate (2.86 g, 10 mmol) in MeOH (12 mL) was added cyclohexyl isocyanide (0.62 mL, 5 mmol) and pent-4-en-1-amine hydrochloride (732 mg, 6 mmol, prepared from the LAH reduction of 4-cyano-butene) in MeOH (8 mL) dropwise. The reaction mixture was stirred at rt for 1.5 h, diluted with EtOAC, washes with aq NaHCO3, brine, dried over sodium sulfate, concentrated in vacuo and purified by flash chromatography (silica gel, EtOAc) to... Reactants: [H-].[H-].[H-].[H-].[Li+].[Al+3] (LAH), C(#N)CCC=C (4-cyano-butene), C(=O)(OC(C)(C)C)N1C(CCCC1)=O (Boc-piperidinone), C1(CCCCC1)[N+]#[C-] (cyclohexyl isocyanide), Cl.C(CCC=C)N (pent-4-en-1-amine hydrochloride), C(=O)(O)[O-].[Na+] (NaHCO3). Reagents/catalysts: [O-]C#N.C(CCC)[N+](CCCC)(CCCC)CCCC (tetrabutylammonium cyanate). Conditions: time 1.5 hour. Product: C1(CCCCC1)NC1=NC(N(C12CCN(CC2)C(=O)OC(C)(C)C)CCCC=C)=O (tert-butyl 4-(cyclohexylamino)-2-oxo-1-pent-4-en-1-yl-1,3,8-triazaspiro[4.5]dec-3-ene-8-carboxylate).